This data is from the Open Reaction Database (ORD), a public repository of structured organic reaction records. The task is: describe an organic reaction: reactants, conditions, products, and yield Starting materials: COC1=CC=C(C=C1)N1CCN(CC1)C=1C(=C(C2=C(CC(O2)(C)CN2CCC(CC2)=O)C1C)C)C (1-({5-[4-(4-methoxyphenyl)piperazin-1-yl]-2,4,6,7-tetramethyl-2,3-dihydro-1-benzofuran-2-yl}methyl)piperidine-4-one), B.[Na] (sodium boron hydride). Run in C(C)O (ethanol). Conditions: time 1 hour. Yields the product COC1=CC=C(C=C1)N1CCN(CC1)C=1C(=C(C2=C(CC(O2)(C)CN2CCC(CC2)O)C1C)C)C (1-({5-[4-(4-methoxyphenyl)piperazin-1-yl]-2,4,6,7-tetramethyl-2,3-dihydro-1-benzofuran-2-yl}methyl)piperidine-4-ol). Isolated yield 49.8%. Reaction SMILES: [CH3:1][O:2][C:3]1[CH:8]=[CH:7][C:6]([N:9]2[CH2:14][CH2:13][N:12]([C:15]3[C:16]([CH3:35])=[C:17]([CH3:34])[C:18]4[O:22][C:21]([CH2:24][N:25]5[CH2:30][CH2:29][C:28](=[O:31])[CH2:27][CH2:26]5)([CH3:23])[CH2:20][C:19]=4[C:32]=3[CH3:33])[CH2:11][CH2:10]2)=[CH:5][CH:4]=1.B.[Na]>C(O)C>[CH3:1][O:2][C:3]1[CH:4]=[CH:5][C:6]([N:9]2[CH2:10][CH2:11][N:12]([C:15]3[C:16]([CH3:35])=[C:17]([CH3:34])[C:18]4[O:22][C:21]([CH2:24][N:25]5[CH2:30][CH2:29][CH:28]([OH:31])[CH2:27][CH2:26]5)([CH3:23])[CH2:20][C:19]=4[C:32]=3[CH3:33])[CH2:13][CH2:14]2)=[CH:7][CH:8]=1 |f:1.2,^1:36|. Procedure details: To a solution of ethanol (2.0 mL) containing 1-({5-[4-(4-methoxyphenyl)piperazin-1-yl]-2,4,6,7-tetramethyl-2,3-dihydro-1-benzofuran-2-yl}methyl)piperidine-4-one (30 mg, 0.0628 mmol) synthesized in Example 132, sodium boron hydride (10 mg, 0.264 mmol) was added, and the mixture was stirred at room temperature for 1 hour. After that, the reaction solution was concentrated under reduced pressure, and the residue was distributed using ethyl acetate and water. The organic layer was washed with water ... Reactants: NC1=NNC=C1 (3-amino-pyrazole), FC1=C(C(=CC(=C1)F)F)C(C(=O)OCC)C(=O)OCC (diethyl (2,4,6-trifluorophenyl)-malonate), C(CCC)N(CCCC)CCCC (tributylamine). The solvent is [OH-].[Na+] (sodium hydroxide). Conditions: temperature 175 celsius, time 30 minute. Yields the product OC1=NC=2N(C(=C1C1=C(C=C(C=C1F)F)F)O)N=CC2 (5,7-dihydroxy-6-(2,4,6-trifluoro-phenyl)-pyrazolo[1,5-α]pyrimidine). Isolated yield 93.1%. RXN SMILES: [NH2:1][C:2]1[CH:6]=[CH:5][NH:4][N:3]=1.[F:7][C:8]1[CH:13]=[C:12]([F:14])[CH:11]=[C:10]([F:15])[C:9]=1[CH:16]([C:22](OCC)=[O:23])[C:17](OCC)=[O:18].C(N(CCCC)CCCC)CCC>[OH-].[Na+]>[OH:18][C:17]1[C:16]([C:9]2[C:10]([F:15])=[CH:11][C:12]([F:14])=[CH:13][C:8]=2[F:7])=[C:22]([OH:23])[N:3]2[N:4]=[CH:5][CH:6]=[C:2]2[N:1]=1 |f:3.4|. Procedure details: A mixture of 3-amino-pyrazole (0.06 mol), diethyl (2,4,6-trifluorophenyl)-malonate (0.06 mol, obtained from Example 1) and tributylamine (30 ml) was heated with reflux at 175° C. for four hours. The reaction mixture was cooled to 100° C. Aqueous sodium hydroxide (10.3 g/120 ml H2O) was added and the reaction mixture was stirred for 30 min. and cooled to ambient temperature. The organic Phase was separated off and the aqueous Phase was extracted with diethylether. The aqueous Phase was acidified ... The reactants are C(C)(=O)OCC (ethyl acetate), Cl.C(C)NCC1=C(C=CC(=C1)Br)OCCC (N-ethyl 2-propoxy-5-bromobenzylamine hydrochloride), ClC=1N=NC(=CC1)C#N (3-chloro-6-cyanopyridazine), C(O)([O-])=O.[Na+] (sodium hydrogen carbonate). The solvent is CN1CCCC1=O (NMP). Run at temperature 110 celsius. The product is BrC=1C=CC(=C(CN(CC)C2=CC=C(N=N2)C#N)C1)OCCC (6-[N-(5-Bromo-2-propoxybenzyl)-N-ethylamino]-3-cyanopyridazine). The yield is 76.1%. Reaction SMILES: Cl.[CH2:2]([NH:4][CH2:5][C:6]1[CH:11]=[C:10]([Br:12])[CH:9]=[CH:8][C:7]=1[O:13][CH2:14][CH2:15][CH3:16])[CH3:3].Cl[C:18]1[N:19]=[N:20][C:21]([C:24]#[N:25])=[CH:22][CH:23]=1.C(=O)([O-])O.[Na+].C(OCC)(=O)C>CN1C(=O)CCC1>[Br:12][C:10]1[CH:9]=[CH:8][C:7]([O:13][CH2:14][CH2:15][CH3:16])=[C:6]([CH:11]=1)[CH2:5][N:4]([C:18]1[N:19]=[N:20][C:21]([C:24]#[N:25])=[CH:22][CH:23]=1)[CH2:2][CH3:3] |f:0.1,3.4|. Procedure: N-ethyl 2-propoxy-5-bromobenzylamine hydrochloride 2 (5.17 g, 16.8 mmol) and 3-chloro-6-cyanopyridazine (2.65 g, 16.8 mmol) were dissolved in NMP (25 ml) and sodium hydrogen carbonate added (3.54 g, 42.1 mmol). The mixture was heated at 110 ° C. under argon for 7.5 hours and then allowed to cool to ambient temperature. The mixture was poured into ethyl acetate (200 ml) washed with water (5×200 ml) and brine (200 ml), the organic phase dried over MgSO4 and concentrated in vacuo. The residue was p... Starting materials: CCCCOc1ccc(C(=O)O)cc1, C#CC(C)(C)N. Reagents/catalysts: C1CCC(CC1)N=C=NC2CCCCC2 (DCC), CN1CCOCC1 (NMM), C1(=C(C(=C(C(=C1F)F)F)F)F)O (Pentafluorophenol). Solvent: CN(C)C=O (DMF), CN(C)C=O (DMF), CN(C)C=O (DMF), CN(C)C=O (DMF), CN(C)C=O (DMF), CN(C)C=O (DMF). Run at temperature 25 celsius, time 2 hour. Product: C#CC(C)(C)NC(=O)c1ccc(OCCCC)cc1. The yield is 9.1%. Reaction SMILES: C#CC(C)(C)N.CCCCOc1ccc(C(=O)O)cc1.C1CCC(CC1)N=C=NC2CCCCC2.C1(=C(C(=C(C(=C1F)F)F)F)F)O.CN1CCOCC1.CN(C)C=O>>C#CC(C)(C)NC(=O)c1ccc(OCCCC)cc1. The reactants are CCOC(=O)N=C=S, Cl, C1CCOC1, OC1CCNC1. Yields the product CCOC(=O)NC(=S)N1CCC(O)C1. Reaction SMILES: [CH2:8]([CH3:9])[O:10][C:11](=[O:12])[N:13]=[C:14]=[S:15].[ClH:1].[O:16]1[CH2:17][CH2:18][CH2:19][CH2:20]1.[OH:2][CH:3]1[CH2:4][NH:5][CH2:6][CH2:7]1>>[OH:2][CH:3]1[CH2:4][N:5]([C:14]([NH:13][C:11]([O:10][CH2:8][CH3:9])=[O:12])=[S:15])[CH2:6][CH2:7]1. Starting materials: COc1cccc(OC)c1-c1ccccc1P(C1CCCCC1)C1CCCCC1, Clc1ccn2ccnc2c1, [K+], [K+], [K+], CC(=O)[O-], CC(=O)[O-], C1COCCO1, O, O=P([O-])([O-])[O-], [Pd+2], OB(O)c1ccncc1. Reaction SMILES: [CH:20]1([P:21]([CH:22]2[CH2:23][CH2:24][CH2:25][CH2:26][CH2:27]2)[c:28]2[cH:29][cH:30][cH:31][cH:32][c:33]2-[c:34]2[c:35]([O:36][CH3:37])[cH:38][cH:39][cH:40][c:41]2[O:42][CH3:43])[CH2:44][CH2:45][CH2:46][CH2:47][CH2:48]1.[Cl:1][c:2]1[cH:3][c:4]2[n:5]([cH:6][cH:7]1)[cH:8][cH:9][n:10]2.[K+:54].[K+:55].[K+:56].[O-:58][C:59]([CH3:60])=[O:61].[O-:62][C:63]([CH3:64])=[O:65].[O:66]1[CH2:67][CH2:68][O:69][CH2:70][CH2:71]1.[OH2:72].[P:49]([O-:50])([O-:51])([O-:52])=[O:53].[Pd+2:57].[n:11]1[cH:12][cH:13][c:14]([B:17]([OH:18])[OH:19])[cH:15][cH:16]1>>[c:2]1(-[c:14]2[cH:13][cH:12][n:11][cH:16][cH:15]2)[cH:3][c:4]2[n:5]([cH:6][cH:7]1)[cH:8][cH:9][n:10]2. The product is c1cc(-c2ccn3ccnc3c2)ccn1. Reactants: FC=1C=C2C(=C(C(NC2=NC1)=O)C#N)N1CCN(CC1)C(=O)C=1OC=CC1 (6-Fluoro-2-oxo-4-[4-(furan-2-carbonyl)-piperazine-1-yl]-1,2-dihydro-[1,8]-naphthyridine-3-carbonitrile), C(C1=CC=CC=C1)Br (benzyl bromide). Product: C(C1=CC=CC=C1)N1C(C(=C(C2=CC(=CN=C12)F)N1CCN(CC1)C(=O)C=1OC=CC1)C#N)=O (1-Benzyl-6-fluoro-4-[4-(furan-2-carbonyl)-piperazin-1-yl]-2-oxo-1,2-dihydro-[1,8]-naphthyridine-3-carbonitrile). Reaction SMILES: [F:1][C:2]1[CH:3]=[C:4]2[C:9](=[N:10][CH:11]=1)[NH:8][C:7](=[O:12])[C:6]([C:13]#[N:14])=[C:5]2[N:15]1[CH2:20][CH2:19][N:18]([C:21]([C:23]2[O:24][CH:25]=[CH:26][CH:27]=2)=[O:22])[CH2:17][CH2:16]1.[CH2:28](Br)[C:29]1[CH:34]=[CH:33][CH:32]=[CH:31][CH:30]=1>>[CH2:28]([N:8]1[C:9]2[C:4](=[CH:3][C:2]([F:1])=[CH:11][N:10]=2)[C:5]([N:15]2[CH2:20][CH2:19][N:18]([C:21]([C:23]3[O:24][CH:25]=[CH:26][CH:27]=3)=[O:22])[CH2:17][CH2:16]2)=[C:6]([C:13]#[N:14])[C:7]1=[O:12])[C:29]1[CH:34]=[CH:33][CH:32]=[CH:31][CH:30]=1. Procedure details: This compound was prepared from 6-fluoro-2-oxo-4-[4-(furan-2-carbonyl)-piperazine-1-yl]-1,2-dihydro-[1,8]-naphthyridine-3-carbonitrile (99) and benzyl bromide according to General Procedure B. Yield 136 mg (18%), MP 216° C.; 1H-NMR (DMSO-d6): δ 3.72 (m, 4H), 3.95 (m, 4H), 5.53 (s, 2H), 6.66 (dd, J=2.0, 3.6 Hz, 1H), 7.08 (d, J=3.6 Hz, 1H), 7.21-7.28 (m, 5H), 7.89 (d, J=2.0 Hz, 1H), 8.18 (dd, J=2.8, 9.2 Hz, 1H), 8.77 (d, J=2.8 Hz, 1H); EIMS: 458 (M+1). Anal. (C25H20FN5O3) C, H, N. The reactants are C(C1=CC=CC=C1)N1C(C2=C(CC1)OC=C2)=O (5-benzyl-6,7-dihydro-5H-furo[3,2-c]pyridin-4-one), CNC (dimethylamine), C=O (formaldehyde). Run in C(C)(=O)O (acetic acid). The product is C(C1=CC=CC=C1)N1C(C2=C(CC1)OC(=C2)CN(C)C)=O (5-benzyl-2-dimethylaminomethyl-6,7-dihydro-5H-furo[3,2-c]pyridin-4-one). As a reaction SMILES: [CH2:1]([N:8]1[CH2:13][CH2:12][C:11]2[O:14][CH:15]=[CH:16][C:10]=2[C:9]1=[O:17])[C:2]1[CH:7]=[CH:6][CH:5]=[CH:4][CH:3]=1.[CH3:18][NH:19][CH3:20].[CH2:21]=O>C(O)(=O)C>[CH2:1]([N:8]1[CH2:13][CH2:12][C:11]2[O:14][C:15]([CH2:18][N:19]([CH3:21])[CH3:20])=[CH:16][C:10]=2[C:9]1=[O:17])[C:2]1[CH:3]=[CH:4][CH:5]=[CH:6][CH:7]=1. Reported procedure: To a solution of 0.181 g (0.796 mmol) of 5-benzyl-6,7-dihydro-5H-furo[3,2-c]pyridin-4-one in 10 ml of acetic acid, 0.36 g (4.0 mmol) of 50% aqueous dimethylamine and 0.32 g (4.0 mmol) of 37% aqueous formaldehyde were added, followed by refluxing for 6 hours. After the solvent was distilled off under reduced pressure, the residual solution was alkalified with aqueous sodium hydroxide and extracted with ethyl acetate 3 times. The combined organic layer was dried over anhydrous magnesium sulfate; t... The reactants are C(=O)(C(F)(F)F)O (TFA), C(C)(C)(C)OC(NCCNC(=O)NC1=CC(=CC=C1)C=1C=NN2C1N=CC(=C2)C2=CC=C(C=C2)F)=O ([2-(3-{3-[6-(4-Fluoro-phenyl)-pyrazolo[1,5-a]pyrimidin-3-yl]phenyl}ureido)-ethyl]carbamic acid tert-butyl ester). Solvent: C(Cl)Cl (CH2Cl2). The product is NCCNC(=O)NC1=CC(=CC=C1)C=1C=NN2C1N=CC(=C2)C2=CC=C(C=C2)F (1-(2-Amino-ethyl)-3-{3-[6-(4-fluoro-phenyl)-pyrazolo[1,5-a]pyrimidin-3-yl]-phenyl}-urea). Yield: 49.6%. Reaction SMILES: C(O)(C(F)(F)F)=O.C(OC(=O)[NH:14][CH2:15][CH2:16][NH:17][C:18]([NH:20][C:21]1[CH:26]=[CH:25][CH:24]=[C:23]([C:27]2[CH:28]=[N:29][N:30]3[CH:35]=[C:34]([C:36]4[CH:41]=[CH:40][C:39]([F:42])=[CH:38][CH:37]=4)[CH:33]=[N:32][C:31]=23)[CH:22]=1)=[O:19])(C)(C)C>C(Cl)Cl>[NH2:14][CH2:15][CH2:16][NH:17][C:18]([NH:20][C:21]1[CH:26]=[CH:25][CH:24]=[C:23]([C:27]2[CH:28]=[N:29][N:30]3[CH:35]=[C:34]([C:36]4[CH:37]=[CH:38][C:39]([F:42])=[CH:40][CH:41]=4)[CH:33]=[N:32][C:31]=23)[CH:22]=1)=[O:19]. Reported procedure: TFA (2 ml) was added slowly to a stirred suspension of [2-(3-{3-[6-(4-Fluoro-phenyl)-pyrazolo[1,5-a]pyrimidin-3-yl]phenyl}ureido)-ethyl]carbamic acid tert-butyl ester (390 mg, 0.80 mmol) in CH2Cl2 (4 ml) at RT. After 1 hour the volatiles were removed in vacuo. The residue was taken up in MeOH and loaded on a SCX cartridge (20 g). Eluting with 2M NH3. MeOH and removal of the solvent in vacuo gave the title compound (155 mg) as a yellow solid.